The task is: describe an organic reaction: reactants, conditions, products, and yield. This data is from the Open Reaction Database (ORD), a public repository of structured organic reaction records. The solvent is C(C)(=O)OCC (ethyl acetate). Reaction SMILES: [N+:1]([C:4]1[CH:5]=[C:6]([N:10]2[CH:14]=[C:13]([Si](C)(C)C)[N:12]=[N:11]2)[CH:7]=[CH:8][CH:9]=1)([O-:3])=[O:2].C1COCC1>C(OCC)(=O)C>[N+:1]([C:4]1[CH:5]=[C:6]([N:10]2[CH:14]=[CH:13][N:12]=[N:11]2)[CH:7]=[CH:8][CH:9]=1)([O-:3])=[O:2]. Procedure details: 1-(3-Nitro-phenyl)-4-trimethylsilanyl-1H-[1,2,3]triazole (16.7 g, 64 mmol) tetrabutylammonium fluoride in THF (1M, 100 ml, 100 mmol) were stirred at room temperature for 24 h. The reaction mixture was diluted with ethyl acetate and washed with water and brine. The organic layer was dried with magnesium sulfate, filtered and evaporated. The crude product was purified by chromatography on silica gel (hexane/ethyl acetate 1:1) and the desired product was obtained as a brown solid (9.96 g, 82%), mp ... Isolated yield 82.0%. Starting materials: [N+](=O)([O-])C=1C=C(C=CC1)N1N=NC(=C1)[Si](C)(C)C (1-(3-Nitro-phenyl)-4-trimethylsilanyl-1H-[1,2,3]triazole), C1CCOC1 (THF). The product is [N+](=O)([O-])C=1C=C(C=CC1)N1N=NC=C1 (1-(3-Nitro-phenyl)-1H-[1,2,3]triazole), solid.